This data is from the Open Reaction Database (ORD), a public repository of structured organic reaction records. The task is: describe an organic reaction: reactants, conditions, products, and yield The reactants are C1CCOC1, CO, CCOC(=O)c1cnn2cc(F)cnc12, [Li+], [OH-], O. Product: O=C([O-])c1cnn2cc(F)cnc12, [Li+]. Reaction SMILES: [CH2:21]1[O:22][CH2:23][CH2:24][CH2:25]1.[CH3:19][OH:20].[F:1][c:2]1[cH:3][n:4][c:5]2[n:6]([cH:7]1)[n:8][cH:9][c:10]2[C:11](=[O:12])[O:13][CH2:14][CH3:15].[Li+:16].[OH-:17].[OH2:18]>>[F:1][c:2]1[cH:3][n:4][c:5]2[n:6]([cH:7]1)[n:8][cH:9][c:10]2[C:11](=[O:12])[O-:13].[Li+:16]. The reactants are O1C=CC2=C1C(=CC=C2)C(=O)OC (methyl benzofuran-7-carboxylate), [H-].[H-].[H-].[H-].[Li+].[Al+3] (LAH). Solvent: C1CCOC1 (THF). Yields the product O1C=CC2=C1C(=CC=C2)CO (Benzofuran-7-methanol). The yield is 90.7%. Reaction SMILES: [O:1]1[C:5]2[C:6]([C:10](OC)=[O:11])=[CH:7][CH:8]=[CH:9][C:4]=2[CH:3]=[CH:2]1.[H-].[H-].[H-].[H-].[Li+].[Al+3]>C1COCC1>[O:1]1[C:5]2[C:6]([CH2:10][OH:11])=[CH:7][CH:8]=[CH:9][C:4]=2[CH:3]=[CH:2]1 |f:1.2.3.4.5.6|. Procedure: A solution of methyl benzofuran-7-carboxylate (5.34 g, 30 mmol) was added to a suspension of LAH (2.31 g, 61 mmol) in THF and then heated to reflux for 30 min. The reaction was quenched with ethyl acetate and water. The mixture was made acidic with 12N HCl until all the precipitate dissolved. The ethyl acetate layer was separated, washed with water, dried with brine, and concentrated in vacuo to give a yellow oil (4.03 g, 91%). Reactants: COC(C1=CC(=CC=C1)CBr)=O (methyl-3-(bromomethyl)benzoate), P(=O)(OC(C)(C)C)(OC(C)(C)C)[O-].[K+] (potassium ditertiary butyl phosphate), CCOC(=O)C (EtOAc). The solvent is C1CCOC1 (THF). Run at temperature 70 celsius. Product: C(C)(C)(C)OP(=O)(OC(C)(C)C)OCC=1C=C(C(=O)OC)C=CC1 (methyl 3-((di-tert-butoxyphosphoryloxy)methyl)benzoate). Yield: 45.0%. Reaction SMILES: [CH3:1][O:2][C:3](=[O:12])[C:4]1[CH:9]=[CH:8][CH:7]=[C:6]([CH2:10]Br)[CH:5]=1.[P:13]([O-:25])([O:20][C:21]([CH3:24])([CH3:23])[CH3:22])([O:15][C:16]([CH3:19])([CH3:18])[CH3:17])=[O:14].[K+].CCOC(C)=O>C1COCC1>[C:21]([O:20][P:13]([O:25][CH2:10][C:6]1[CH:5]=[C:4]([CH:9]=[CH:8][CH:7]=1)[C:3]([O:2][CH3:1])=[O:12])([O:15][C:16]([CH3:19])([CH3:18])[CH3:17])=[O:14])([CH3:24])([CH3:23])[CH3:22] |f:1.2|. Procedure details: To a stirred solution of methyl-3-(bromomethyl)benzoate (0.5 g, 2 mmol) in THF (10 mL) was added potassium ditertiary butyl phosphate (0.5 g, 2 mmol). The reaction flask was heated to 70° C. for 2 h. After the flask was cooled to rt, EtOAc (50 mL) was added to the mixture. The organics were washed with brine (2×10 mL), dried over anhydrous sodium sulfate, and evaporated under vacuum to yield methyl 3-((di-tert-butoxyphosphoryloxy)methyl)benzoate (0.35 g, 0.9 mmol). 1H NMR (400 MHz, CHCl3-d): δ 1... Reactants: O=C([O-])[O-], CCI, COc1cc(C=O)cc(OC)c1O, [K+], [K+], CN(C)C=O. As a reaction SMILES: [C:17](=[O:18])([O-:19])[O-:20].[CH2:14]([CH3:15])[I:16].[CH:1]([c:2]1[cH:3][c:4]([O:5][CH3:6])[c:7]([OH:8])[c:9]([O:10][CH3:11])[cH:12]1)=[O:13].[K+:21].[K+:22].[O:23]=[CH:24][N:25]([CH3:26])[CH3:27]>>[CH:1]([c:2]1[cH:3][c:4]([O:5][CH3:6])[c:7]([O:8][CH2:14][CH3:15])[c:9]([O:10][CH3:11])[cH:12]1)=[O:13]. The product is CCOc1c(OC)cc(C=O)cc1OC. Reactants: CCOP(=O)(OCC)C(F)=CC1OC(n2cnc3c(NC(=O)c4ccccc4)ncnc32)C2OC(C)(C)OC12, CCOP(=O)(C=CC1OC(n2nnc3c(NC(=O)c4ccccc4)ncnc32)C(O)C1O)OCC. The product is CCOP(=O)(OCC)C(F)=CC1OC(n2cnc3c(NC(=O)c4ccccc4)ncnc32)C(O)C1O. RXN SMILES: [CH2:1]([CH3:2])[O:3][P:4]([O:5][CH2:6][CH3:7])(=[O:8])[C:9](=[CH:10][CH:11]1[O:12][CH:13]([n:21]2[c:22]3[n:23][cH:24][n:25][c:26]([NH:30][C:31]([c:32]4[cH:33][cH:34][cH:35][cH:36][cH:37]4)=[O:38])[c:27]3[n:28][cH:29]2)[CH:14]2[O:15][C:16]([CH3:19])([CH3:20])[O:17][CH:18]12)[F:39].[CH2:40]([O:41][P:42]([CH:43]=[CH:44][CH:45]1[CH:46]([OH:47])[CH:48]([OH:49])[CH:50]([n:51]2[c:52]3[n:53][cH:54][n:55][c:56]([NH:57][C:58](=[O:59])[c:60]4[cH:61][cH:62][cH:63][cH:64][cH:65]4)[c:66]3[n:67][n:68]2)[O:69]1)(=[O:70])[O:71][CH2:72][CH3:73])[CH3:74]>>[CH2:1]([CH3:2])[O:3][P:4]([O:5][CH2:6][CH3:7])(=[O:8])[C:9](=[CH:10][CH:11]1[O:12][CH:13]([n:21]2[c:22]3[n:23][cH:24][n:25][c:26]([NH:30][C:31]([c:32]4[cH:33][cH:34][cH:35][cH:36][cH:37]4)=[O:38])[c:27]3[n:28][cH:29]2)[CH:14]([OH:15])[CH:18]1[OH:17])[F:39]. Starting materials: FC1=CC=C(C=C1)N1N=NC(=C1C=1N=CN(C1)C1=NC=C(C(=O)O)C=C1)C (6-(4-(1-(4-fluorophenyl)-4-methyl-1H-1,2,3-triazol-5-yl)-1H-imidazol-1-yl)nicotinic acid), NC1CCOCC1 (4-aminotetrahydropyran). The product is FC1=CC=C(C=C1)N1N=NC(=C1C=1N=CN(C1)C1=NC=C(C(=O)NC2CCOCC2)C=C1)C (6-{4-[3-(4-Fluoro-phenyl)-5-methyl-3H-[1,2,3]triazol-4-yl]-imidazol-1-yl}-N-(tetrahydropyran-4-yl)-nicotinamide). Yield: 76.0%. As a reaction SMILES: [F:1][C:2]1[CH:7]=[CH:6][C:5]([N:8]2[C:12]([C:13]3[N:14]=[CH:15][N:16]([C:18]4[CH:26]=[CH:25][C:21]([C:22]([OH:24])=O)=[CH:20][N:19]=4)[CH:17]=3)=[C:11]([CH3:27])[N:10]=[N:9]2)=[CH:4][CH:3]=1.[NH2:28][CH:29]1[CH2:34][CH2:33][O:32][CH2:31][CH2:30]1>>[F:1][C:2]1[CH:7]=[CH:6][C:5]([N:8]2[C:12]([C:13]3[N:14]=[CH:15][N:16]([C:18]4[CH:26]=[CH:25][C:21]([C:22]([NH:28][CH:29]5[CH2:34][CH2:33][O:32][CH2:31][CH2:30]5)=[O:24])=[CH:20][N:19]=4)[CH:17]=3)=[C:11]([CH3:27])[N:10]=[N:9]2)=[CH:4][CH:3]=1. Procedure details: As described for example 36b, 6-(4-(1-(4-fluorophenyl)-4-methyl-1H-1,2,3-triazol-5-yl)-1H-imidazol-1-yl)nicotinic acid (56 mg, 0.154 mmol) was converted, using 4-aminotetrahydropyran instead of isopropylamine, to the title compound (52 mg, 76%) which was obtained as an off white solid. MS: m/e=448.3 [M+H]+. Reactants: C12(C(=O)C(=O)C(CC1)C2(C)C)C ((±) camphorquinone), [N+](=[N-])=CC(=O)OCC (ethyl diazoacetate), B(F)(F)F (BF3). Solvent: CCOCC (ether), CCOCC (ether). Conditions: time 24 hour. Product: C(=O)(OCC)C1C(C2(CCC(C1=O)C2(C)C)C)=O (3-carboethoxy-1,8,8-trimethylbicyclo[3,2,1]octane-2,4-dione). As a reaction SMILES: [C:1]12([CH3:12])[C:9]([CH3:11])([CH3:10])[CH:6]([CH2:7][CH2:8]1)[C:4](=[O:5])[C:2]2=[O:3].[N+](=[CH:15][C:16]([O:18][CH2:19][CH3:20])=[O:17])=[N-].B(F)(F)F>CCOCC>[C:16]([CH:15]1[C:4](=[O:5])[CH:6]2[C:9]([CH3:10])([CH3:11])[C:1]([CH3:12])([CH2:8][CH2:7]2)[C:2]1=[O:3])([O:18][CH2:19][CH3:20])=[O:17]. Procedure: To a solution of (±) camphorquinone [(1,7,7)-trimethylbicyclo[3,2,1]-heptane-2,3-dione](15.0 g, 90.24 mmol) and ethyl diazoacetate (11.8 g, 103.7 mmol) in 120 ml of ether is added, at 0°, BF3.ether (4 ml). The mixture is stirred at RT for 24 hr. The reaction mixture is extracted with 5% K2CO3 /H2O until no polar ethyl carboxyl dione remains. The combined aqueous extracts are acidified with conc. HCl and extracted with ether. The combined organic extracts are dried and evaporated to dryness to gi...